Dataset: the Open Reaction Database (ORD), a public repository of structured organic reaction records. Task: describe an organic reaction: reactants, conditions, products, and yield Starting materials: C(N)(=O)C=1C=CC=2N(C1)C=CN2 (6-carbamoylimidazo[1,2-a]pyridine). Run in P(=O)(Cl)(Cl)Cl (phosphorus oxychloride). The product is C(#N)C=1C=CC=2N(C1)C=CN2 (6-Cyanoimidazo[1,2-a]pyridine). Yield: 86.6%. Reaction SMILES: [C:1]([C:4]1[CH:5]=[CH:6][C:7]2[N:8]([CH:10]=[CH:11][N:12]=2)[CH:9]=1)(=O)[NH2:2]>P(Cl)(Cl)(Cl)=O>[C:1]([C:4]1[CH:5]=[CH:6][C:7]2[N:8]([CH:10]=[CH:11][N:12]=2)[CH:9]=1)#[N:2]. Procedure: A mixture of 2.6 g of 6-carbamoylimidazo[1,2-a]pyridine and 30 ml of phosphorus oxychloride is heated under reflux for 16 hours. The excess phosphorus oxychloride is removed under reduced pressure and the residue is poured onto ice. The mixture is neutralized with sodium carbonate and extracted with ethyl acetate. The organic layer is washed with saturated aqueous sodium chloride solution and dried over anhydrous magnesium sulfate. The solvent is then evaporated off under reduced pressure to giv... The reactants are C(CCCCC)C(=O)CCCCCC (dihexylketone), C(C)(=O)[O-].[NH4+] (ammonium acetate), C(#N)[BH3-].[Na+] (sodium cyanoborohydride). Run in CO (MeOH). Conditions: time 48 hour. The product is C(CCCCC)C(CCCCCC)N (1-hexylheptylamine). The yield is 116.1%. Reaction SMILES: [CH2:1]([C:7]([CH2:9][CH2:10][CH2:11][CH2:12][CH2:13][CH3:14])=O)[CH2:2][CH2:3][CH2:4][CH2:5][CH3:6].C([O-])(=O)C.[NH4+].C([BH3-])#[N:21].[Na+]>CO>[CH2:1]([CH:7]([NH2:21])[CH2:9][CH2:10][CH2:11][CH2:12][CH2:13][CH3:14])[CH2:2][CH2:3][CH2:4][CH2:5][CH3:6] |f:1.2,3.4|. Procedure details: In a 250 mL round bottom flask, 5.00 g (25.5 mmol) dihexylketone, 19.7 g (255 mmol) ammonium acetate, and 1.10 g (17.8 mmol) sodium cyanoborohydride (NaBH3CN) were dissolved in 75 mL absolute MeOH and stirred at room temperature for 48 hours, until no significant amount of the starting material could be detected by NMR. The mixture was quenched by adding concentrated hydrochloric acid (HCl) dropwise (˜3 mL), then concentrated in vacuo. The resulting white solid was taken up in 500 mL water, basi... The reactants are CCOC(=O)C=Cc1cc(Cl)ccc1OCC(=O)N1CC(C)N(Cc2ccc(F)cc2)CC1C, [H][H], O=[Pt]=O. The product is CCOC(=O)CCc1cc(Cl)ccc1OCC(=O)N1CC(C)N(Cc2ccc(F)cc2)CC1C. Reaction SMILES: [CH2:1]([CH3:2])[O:3][C:4]([CH:5]=[CH:6][c:7]1[c:8]([O:14][CH2:15][C:16](=[O:17])[N:18]2[CH:19]([CH3:33])[CH2:20][N:21]([CH2:25][c:26]3[cH:27][cH:28][c:29]([F:32])[cH:30][cH:31]3)[CH:22]([CH3:24])[CH2:23]2)[cH:9][cH:10][c:11]([Cl:13])[cH:12]1)=[O:34].[H:35][H:36].[Pt:37](=[O:38])=[O:39]>>[CH2:1]([CH3:2])[O:3][C:4]([CH2:5][CH2:6][c:7]1[c:8]([O:14][CH2:15][C:16](=[O:17])[N:18]2[CH:19]([CH3:33])[CH2:20][N:21]([CH2:25][c:26]3[cH:27][cH:28][c:29]([F:32])[cH:30][cH:31]3)[CH:22]([CH3:24])[CH2:23]2)[cH:9][cH:10][c:11]([Cl:13])[cH:12]1)=[O:34]. Reactants: ClCCOC1=CC=C(C=C1)\C(=C(\CC)/C1CCC2(OCCO2)CC1)\C1=CC=C(C=C1)O ((Z)-4-(1-(4-(2-chloroethoxy)phenyl)-2-(1,4-dioxaspiro[4.5]decan-8-yl)but-1-enyl)phenol), CN (CH3NH2). Solvent: CO (MeOH). Run at temperature 85 celsius. Product: CNCCOC1=CC=C(C=C1)\C(=C(\CC)/C1CCC2(OCCO2)CC1)\C1=CC=C(C=C1)O ((Z)-4-(1-(4-(2-(methylamino)ethoxy)phenyl)-2-(1,4-dioxaspiro-[4.5]decan-8-yl)but-1-enyl)phenol). Reaction SMILES: Cl[CH2:2][CH2:3][O:4][C:5]1[CH:10]=[CH:9][C:8](/[C:11](/[C:25]2[CH:30]=[CH:29][C:28]([OH:31])=[CH:27][CH:26]=2)=[C:12](\[CH:15]2[CH2:24][CH2:23][C:18]3([O:22][CH2:21][CH2:20][O:19]3)[CH2:17][CH2:16]2)/[CH2:13][CH3:14])=[CH:7][CH:6]=1.[CH3:32][NH2:33]>CO>[CH3:32][NH:33][CH2:2][CH2:3][O:4][C:5]1[CH:10]=[CH:9][C:8](/[C:11](/[C:25]2[CH:30]=[CH:29][C:28]([OH:31])=[CH:27][CH:26]=2)=[C:12](\[CH:15]2[CH2:24][CH2:23][C:18]3([O:22][CH2:21][CH2:20][O:19]3)[CH2:17][CH2:16]2)/[CH2:13][CH3:14])=[CH:7][CH:6]=1. Reported procedure: A mixture of (Z)-4-(1-(4-(2-chloroethoxy)phenyl)-2-(1,4-dioxaspiro[4.5]decan-8-yl)but-1-enyl)phenol (90 mg, 0.20 mol), 30% aqueous of CH3NH2 (5 mL), and MeOH (5 mL) was heated at 85° C. in a sealed tube overnight, concentrated, and purified by column chromatography to give the desired product (90 mg). Reactants: C(C1=CC=CC=C1)(=O)NC1=CC=C(C=C1)C1=CC=C2CN(C(C2=C1)=O)[C@H](C(=O)OC)C(C)C ((S)-Methyl 2-(6-(4-benzamidophenyl)-1-oxoisoindolin-2-yl)-3-methylbutanoate), NC1=CC=C(C=C1)C1=CC=C2CN(C(C2=C1)=O)[C@H](C(=O)OC)C(C)C ((S)-Methyl 2-(6-(4-aminophenyl)-1-oxoisoindolin-2-yl)-3-methylbutanoate), FC1=C(C(=O)Cl)C=CC(=C1)C(F)(F)F (2-fluoro-4-trifluoromethyl benzoyl chloride). Yields the product FC1=C(C(=O)NC2=CC=C(C=C2)C2=CC=C3CN(C(C3=C2)=O)[C@H](C(=O)OC)C(C)C)C=CC(=C1)C(F)(F)F ((S)-Methyl 2-(6-(4-(2-fluoro-4-(trifluoromethyl)benzamido)phenyl)-1-oxoisoindolin-2-yl)-3-methylbutanoate). The yield is 73.0%. RXN SMILES: C(NC1C=CC(C2C=C3C(CN([C@@H](C(C)C)C(OC)=O)C3=O)=CC=2)=CC=1)(=O)C1C=CC=CC=1.[NH2:34][C:35]1[CH:40]=[CH:39][C:38]([C:41]2[CH:49]=[C:48]3[C:44]([CH2:45][N:46]([C@@H:51]([CH:56]([CH3:58])[CH3:57])[C:52]([O:54][CH3:55])=[O:53])[C:47]3=[O:50])=[CH:43][CH:42]=2)=[CH:37][CH:36]=1.[F:59][C:60]1[CH:68]=[C:67]([C:69]([F:72])([F:71])[F:70])[CH:66]=[CH:65][C:61]=1[C:62](Cl)=[O:63]>>[F:59][C:60]1[CH:68]=[C:67]([C:69]([F:70])([F:71])[F:72])[CH:66]=[CH:65][C:61]=1[C:62]([NH:34][C:35]1[CH:36]=[CH:37][C:38]([C:41]2[CH:49]=[C:48]3[C:44]([CH2:45][N:46]([C@@H:51]([CH:56]([CH3:58])[CH3:57])[C:52]([O:54][CH3:55])=[O:53])[C:47]3=[O:50])=[CH:43][CH:42]=2)=[CH:39][CH:40]=1)=[O:63]. Reported procedure: The compound of example 191 was prepared was prepared analogous to compound of example 97 by reaction of compound of example 6 with 2-fluoro-4-trifluoromethyl benzoyl chloride. Starting materials: BrC1=CN=C2N1C=CN=C2Cl (3-Bromo-8-chloro-imidazo[1,2-a]pyrazine), C(C)(C)N (isopropylamine), C(C)(C)(C)OC(=O)N1CCC(CC1)N (4-amino-piperidine-1-carboxylic acid tert-butyl ester), CSC1=NC=CC(=N1)[Sn](CCCC)(CCCC)CCCC (2-methylsulfanyl-4-tributylstannanyl-pyrimidine). Yields the product C(C)(C)NC1=NC=CC(=N1)C1=CN=C2N1C=CN=C2NC2CCNCC2 ([3-(2-Isopropylamino-pyrimidin-4-yl)-imidazo[1,2-a]pyrazin-8-yl]-piperidin-4-yl-amine). RXN SMILES: Br[C:2]1[N:6]2[CH:7]=[CH:8][N:9]=[C:10](Cl)[C:5]2=[N:4][CH:3]=1.C(OC([N:19]1[CH2:24][CH2:23][CH:22]([NH2:25])[CH2:21][CH2:20]1)=O)(C)(C)C.CS[C:28]1[N:33]=[C:32]([Sn](CCCC)(CCCC)CCCC)[CH:31]=[CH:30][N:29]=1.[CH:47]([NH2:50])([CH3:49])[CH3:48]>>[CH:47]([NH:50][C:28]1[N:29]=[C:30]([C:2]2[N:6]3[CH:7]=[CH:8][N:9]=[C:10]([NH:25][CH:22]4[CH2:21][CH2:20][NH:19][CH2:24][CH2:23]4)[C:5]3=[N:4][CH:3]=2)[CH:31]=[CH:32][N:33]=1)([CH3:49])[CH3:48]. Reported procedure: [3-(2-Isopropylamino-pyrimidin-4-yl)-imidazo[1,2-a]pyrazin-8-yl]-piperidin-4-yl-amine was prepared by a process analogous to that described in Example 12 starting from 3-bromo-8-chloro-imidazo[1,2-a]pyrazine (from Example 1 supra), 4-amino-piperidine-1-carboxylic acid tert-butyl ester, 2-methylsulfanyl-4-tributylstannanyl-pyrimidine, and isopropylamine. LC-MS: [M+H]+ 353.3. The reactants are COC(=O)C(Cc1ccc(O)cc1)NC(=O)OC(C)(C)C, ClCCl, O=S(=O)(OS(=O)(=O)C(F)(F)F)C(F)(F)F, O, c1ccncc1. The product is COC(=O)C(Cc1ccc(OS(=O)(=O)C(F)(F)F)cc1)NC(=O)OC(C)(C)C. Reaction SMILES: [CH3:16][O:17][C:18]([CH:19]([NH:20][C:21](=[O:22])[O:23][C:24]([CH3:25])([CH3:26])[CH3:27])[CH2:28][c:29]1[cH:30][cH:31][c:32]([OH:35])[cH:33][cH:34]1)=[O:36].[Cl:44][CH2:45][Cl:46].[F:1][C:2]([F:3])([F:4])[S:5](=[O:6])(=[O:7])[O:8][S:9]([C:10]([F:11])([F:12])[F:13])(=[O:14])=[O:15].[OH2:43].[cH:37]1[cH:38][cH:39][n:40][cH:41][cH:42]1>>[F:1][C:2]([F:3])([F:4])[S:5](=[O:6])(=[O:7])[O:8][c:32]1[cH:31][cH:30][c:29]([CH2:28][CH:19]([C:18]([O:17][CH3:16])=[O:36])[NH:20][C:21](=[O:22])[O:23][C:24]([CH3:25])([CH3:26])[CH3:27])[cH:34][cH:33]1. Starting materials: S1C(=CC=C1)C#N (thiophene-2-carbonitrile), C1CCOC1 (THF), [Li] (Lithium), solution, CCCCCCC.C1CCOC1.C(C)C1=CC=CC=C1 (heptane THF ethylbenzene). Conditions: time 10 minute. Product: C(#N)C1=CC=C(S1)C(=O)O (5-Cyano-thiophene-2-carboxylic acid). The yield is 22.0%. As a reaction SMILES: [S:1]1[CH:5]=[CH:4][CH:3]=[C:2]1[C:6]#[N:7].C1[CH2:12][O:11]CC1.[Li].CCCCCCC.C1C[O:24]CC1.C(C1C=CC=CC=1)C>>[C:6]([C:2]1[S:1][C:5]([C:12]([OH:11])=[O:24])=[CH:4][CH:3]=1)#[N:7] |f:3.4.5,^1:12|. Procedure: In a 500 mL receiving flask are placed thiophene-2-carbonitrile (5.0 mL, 53.8 mmol) and THF (270 mL) and cooled in an acetone/solid CO2 bath. Lithium disopropylaoide (40.3 mL, 80.7 mmol, 2.0M solution in heptane/THF/ethylbenzene) is added in a slow stream via syringe. The solution is stirred for 10 min then quenched with an excess of dry ice. The reaction mixture is warned in a water bath and the THF removed in vacuo. The slurry is taken up in 1N NaOH and extracted with ether (3×). The aqueous l... Reactants: Cc1nc(C(=O)O)c(-c2ccccc2C(F)(F)F)s1, O=C(NCC1CC2CC2N1)c1cccc2occc12. Yields the product Cc1nc(C(=O)N2C(CNC(=O)c3cccc4occc34)CC3CC32)c(-c2ccccc2C(F)(F)F)s1. As a reaction SMILES: [CH3:20][c:21]1[s:22][c:23](-[c:29]2[c:30]([C:35]([F:36])([F:37])[F:38])[cH:31][cH:32][cH:33][cH:34]2)[c:24]([C:26](=[O:27])[OH:28])[n:25]1.[CH:1]12[NH:2][CH:3]([CH2:7][NH:8][C:9](=[O:10])[c:11]3[cH:12][cH:13][cH:14][c:15]4[c:16]3[cH:17][cH:18][o:19]4)[CH2:4][CH:5]1[CH2:6]2>>[CH:1]12[N:2]([C:26]([c:24]3[c:23](-[c:29]4[c:30]([C:35]([F:36])([F:37])[F:38])[cH:31][cH:32][cH:33][cH:34]4)[s:22][c:21]([CH3:20])[n:25]3)=[O:27])[CH:3]([CH2:7][NH:8][C:9](=[O:10])[c:11]3[cH:12][cH:13][cH:14][c:15]4[c:16]3[cH:17][cH:18][o:19]4)[CH2:4][CH:5]1[CH2:6]2. Reactants: O=C(Cl)c1ccccc1, CN(C)CC(O)C(c1ccccc1)c1ccccc1, c1ccncc1. The product is CN(C)CC(OC(=O)c1ccccc1)C(c1ccccc1)c1ccccc1. Reaction SMILES: [C:1]([c:2]1[cH:3][cH:4][cH:5][cH:6][cH:7]1)(=[O:8])[Cl:9].[CH3:10][N:11]([CH2:12][CH:13]([CH:14]([c:15]1[cH:16][cH:17][cH:18][cH:19][cH:20]1)[c:21]1[cH:22][cH:23][cH:24][cH:25][cH:26]1)[OH:27])[CH3:28].[cH:29]1[cH:30][cH:31][n:32][cH:33][cH:34]1>>[C:1]([c:2]1[cH:3][cH:4][cH:5][cH:6][cH:7]1)(=[O:8])[O:27][CH:13]([CH2:12][N:11]([CH3:10])[CH3:28])[CH:14]([c:15]1[cH:16][cH:17][cH:18][cH:19][cH:20]1)[c:21]1[cH:22][cH:23][cH:24][cH:25][cH:26]1.